This data is from the Open Reaction Database (ORD), a public repository of structured organic reaction records. The task is: describe an organic reaction: reactants, conditions, products, and yield Starting materials: COc1cc2c(-c3cc4c(C=NO)ccnc4n3S(=O)(=O)c3ccc(C)cc3)cn(C)c2cc1OC, [K+], [OH-]. Yields the product COc1cc2c(-c3cc4c(C=NO)ccnc4[nH]3)cn(C)c2cc1OC. RXN SMILES: [CH3:1][O:2][c:3]1[cH:4][c:5]2[c:6](-[c:15]3[cH:16][c:17]4[c:18]([n:19][cH:20][cH:21][c:22]4[CH:23]=[N:24][OH:25])[n:26]3[S:27]([c:28]3[cH:29][cH:30][c:31]([CH3:32])[cH:33][cH:34]3)(=[O:35])=[O:36])[cH:7][n:8]([CH3:14])[c:9]2[cH:10][c:11]1[O:12][CH3:13].[K+:38].[OH-:37]>>[CH3:1][O:2][c:3]1[cH:4][c:5]2[c:6](-[c:15]3[cH:16][c:17]4[c:18]([n:19][cH:20][cH:21][c:22]4[CH:23]=[N:24][OH:25])[nH:26]3)[cH:7][n:8]([CH3:14])[c:9]2[cH:10][c:11]1[O:12][CH3:13].